This data is from the Open Reaction Database (ORD), a public repository of structured organic reaction records. The task is: describe an organic reaction: reactants, conditions, products, and yield The reactants are C1CCCC12CCC(CC2)OC=2C=C1C=CC(=CC1=CC2)CO ([6-(Spiro[4.5]dec-8-yloxy)-naphthalen-2-yl]-methanol), C(Cl)Cl (methylene chloride), CC(=O)OI1(C=2C=CC=CC2C(=O)O1)(OC(=O)C)OC(=O)C (Dess-Martin periodinane). Conditions: time 1 hour. Product: C1CCCC12CCC(CC2)OC=2C=C1C=CC(=CC1=CC2)C=O (6-(spiro[4.5]decan-8-yloxy)-2-naphthaldehyde). Yield: 100.2%. Reaction SMILES: [CH2:1]1[C:5]2([CH2:10][CH2:9][CH:8]([O:11][C:12]3[CH:13]=[C:14]4[C:19](=[CH:20][CH:21]=3)[CH:18]=[C:17]([CH2:22][OH:23])[CH:16]=[CH:15]4)[CH2:7][CH2:6]2)[CH2:4][CH2:3][CH2:2]1.C(Cl)Cl.CC(OI1(OC(C)=O)(OC(C)=O)OC(=O)C2C=CC=CC1=2)=O>>[CH2:4]1[C:5]2([CH2:10][CH2:9][CH:8]([O:11][C:12]3[CH:13]=[C:14]4[C:19](=[CH:20][CH:21]=3)[CH:18]=[C:17]([CH:22]=[O:23])[CH:16]=[CH:15]4)[CH2:7][CH2:6]2)[CH2:1][CH2:2][CH2:3]1. Reported procedure: [6-(Spiro[4.5]dec-8-yloxy)-naphthalen-2-yl]-methanol (257.2 mg, 0.8285 mmol) in methylene chloride (9 mL, 100 mmol) was added Dess-Martin periodinane (0.492 g, 1.16 mmol) and was stirred at room temperature for 1 hour. After pass through si gel plug, the solvent was concentrated down to give product as a solid (256 mg, 100%). LCMS Rt=2.44 min/m/z=309.56 ([M+1], 100%). Starting materials: C(CCC)[C@@H]1CC(CC1)O ((1RS,3S)-3-butylcyclopentan-1-ol), C1(=CC=C(C=C1)S(=O)(=O)Cl)C (p-toluenesulphonyl chloride), ice water. Run in N1=CC=CC=C1 (pyridine). Reaction conditions: time 5 hour. Product: C(CCC)[C@@H]1CC(CC1)OS(=O)(=O)C1=CC=C(C=C1)C ((1S,3RS)-1-butyl-3-(p-toluenesulphonyloxy)cyclopentane). Yield: 97.0%. Reaction SMILES: [CH2:1]([C@H:5]1[CH2:9][CH2:8][CH:7]([OH:10])[CH2:6]1)[CH2:2][CH2:3][CH3:4].[C:11]1([CH3:21])[CH:16]=[CH:15][C:14]([S:17](Cl)(=[O:19])=[O:18])=[CH:13][CH:12]=1>N1C=CC=CC=1>[CH2:1]([C@H:5]1[CH2:9][CH2:8][CH:7]([O:10][S:17]([C:14]2[CH:15]=[CH:16][C:11]([CH3:21])=[CH:12][CH:13]=2)(=[O:19])=[O:18])[CH2:6]1)[CH2:2][CH2:3][CH3:4]. Reported procedure: To a solution cooled with ice, of 94 mg of (1RS,3S)-3-butylcyclopentan-1-ol (prepared in Reference Example 11) in 2 ml of pyridine, 260 mg of p-toluenesulphonyl chloride was added, and the mixture was stirred for 30 min. at the same temperature and for 5 hrs at room temperature. The reaction solution was poured into ice-water. The mixture was extracted with a mixture of pentane and diethyl ether (1:1). The extract was washed with water, dried over magnesium sulphate, and concentrated under ambie... Starting materials: CC(CC(C)(C)C)(C)N1CCC(CC1)=O (1-(1,1,3,3-tetramethylbutyl)piperidin-4-one), C(C)C(CCCC)N1CCC(CC1)=O (1-(1-ethylpentyl)piperidin-4-one), N(C1=CC=CC=C1)CC(=O)N (2-anilinoacetamide). Product: C1(=CC=CC=C1)N1CC(NC12CCN(CC2)C(CCCC)CC)=O (4-phenyl-8-(1-ethylpentyl)-1,4,8-triazaspiro[4.5]decan-2-one). As a reaction SMILES: CC(N1CCC(=O)CC1)(C)CC(C)(C)C.[CH2:16]([CH:18]([N:23]1[CH2:28][CH2:27][C:26](=O)[CH2:25][CH2:24]1)[CH2:19][CH2:20][CH2:21][CH3:22])[CH3:17].[NH:30]([CH2:37][C:38]([NH2:40])=[O:39])[C:31]1[CH:36]=[CH:35][CH:34]=[CH:33][CH:32]=1>>[C:31]1([N:30]2[C:26]3([CH2:27][CH2:28][N:23]([CH:18]([CH2:16][CH3:17])[CH2:19][CH2:20][CH2:21][CH3:22])[CH2:24][CH2:25]3)[NH:40][C:38](=[O:39])[CH2:37]2)[CH:36]=[CH:35][CH:34]=[CH:33][CH:32]=1. Procedure: Example 1 was repeated except that 1-(1,1,3,3-tetramethylbutyl)piperidin-4-one which was used in Example 1 was replaced with 1-(1-ethylpentyl)piperidin-4-one as obtained in Production Example 5, and 4-{[tert-butyl(diphenyl)silyl]oxy}-(2S*)-2-[(3-fluorophenyl)amino]butanam was replaced with 2-anilinoacetamide as obtained in Production Example 4, to provide the title compound. Reaction SMILES: [CH3:1][O:2][C:3]1[CH:4]=[C:5]([CH2:20][CH2:21][C:22](OCC)=[O:23])[CH:6]=[CH:7][C:8]=1[N:9]([CH3:19])[C:10]1[CH:15]=[CH:14][C:13]([N+:16]([O-:18])=[O:17])=[CH:12][N:11]=1.[OH-].[Na+].Cl.[CH2:30]([N:40]1[CH2:45][CH2:44][NH:43][CH2:42][CH2:41]1)[C:31]1[CH:39]=[CH:38][C:37]2[O:36][CH2:35][O:34][C:33]=2[CH:32]=1>C(O)C.CN(C=O)C.C1COCC1>[CH3:1][O:2][C:3]1[CH:4]=[C:5]([CH2:20][CH2:21][C:22]([N:43]2[CH2:44][CH2:45][N:40]([CH2:30][C:31]3[CH:39]=[CH:38][C:37]4[O:36][CH2:35][O:34][C:33]=4[CH:32]=3)[CH2:41][CH2:42]2)=[O:23])[CH:6]=[CH:7][C:8]=1[N:9]([CH3:19])[C:10]1[CH:15]=[CH:14][C:13]([N+:16]([O-:18])=[O:17])=[CH:12][N:11]=1 |f:1.2|. Run at time 2.5 hour. The reactants are Cl (hydrochloric acid), C(C1=CC=2OCOC2C=C1)N1CCNCC1 (1-piperonylpiperazine), COC=1C=C(C=CC1N(C1=NC=C(C=C1)[N+](=O)[O-])C)CCC(=O)OCC (ethyl 3-{3-methoxy-4-[methyl-(5-nitropyridin-2-yl)amino]phenyl}propionate), [OH-].[Na+] (sodium hydroxide), N,N′carbonyldiimidazole. Procedure: To a solution of ethyl 3-{3-methoxy-4-[methyl-(5-nitropyridin-2-yl)amino]phenyl}propionate (3.85 g, 11 mmol) in ethanol (80 mL) was added 2 N aqueous sodium hydroxide (6.4 mL, 13 mmol), and the resulting solution was stirred at room temperature for 2.5 hours. To the resulting reaction solution was added 6 N hydrochloric acid (2.2 mL, 13 mmol), and the solvent was removed under reduced pressure. To the residue were added THF (80 mL) and N,N′carbonyldiimidazole (2.08 g, 13 mmol), and the resulting... Product: COC=1C=C(C=CC1N(C1=NC=C(C=C1)[N+](=O)[O-])C)CCC(=O)N1CCN(CC1)CC1=CC=2OCOC2C=C1 (3-{3-methoxy-4-[methyl(5-nitropyridin-2-yl)amino]phenyl}-1-(4-piperonylpiperazin-1-yl)propan-1-one). Run in CN(C)C=O (DMF), C(C)O (ethanol), C1CCOC1 (THF).